From a dataset of the Open Reaction Database (ORD), a public repository of structured organic reaction records. describe an organic reaction: reactants, conditions, products, and yield Starting materials: CCCC[Sn](CCCC)(CCCC)c1cccnc1, Fc1ccc(-c2nc3nc(Cl)ccc3n2-c2ccnc(NC3CCCC3)n2)cc1, Cl[Pd]Cl, Cc1ccccc1C, c1ccc(P(c2ccccc2)c2ccccc2)cc1, c1ccc(P(c2ccccc2)c2ccccc2)cc1. The product is Fc1ccc(-c2nc3nc(-c4cccnc4)ccc3n2-c2ccnc(NC3CCCC3)n2)cc1. Reaction SMILES: [CH2:30]([Sn:31]([CH2:32][CH2:33][CH2:34][CH3:41])([c:35]1[cH:36][n:37][cH:38][cH:39][cH:40]1)[CH2:42][CH2:43][CH2:44][CH3:45])[CH2:46][CH2:47][CH3:48].[Cl:1][c:2]1[cH:3][cH:4][c:5]2[c:6]([n:7]1)[n:8][c:9](-[c:23]1[cH:24][cH:25][c:26]([F:29])[cH:27][cH:28]1)[n:10]2-[c:11]1[n:12][c:13]([NH:17][CH:18]2[CH2:19][CH2:20][CH2:21][CH2:22]2)[n:14][cH:15][cH:16]1.[Pd:57]([Cl:58])[Cl:59].[c:49]1([CH3:50])[c:51]([CH3:52])[cH:53][cH:54][cH:55][cH:56]1.[c:60]1([P:61]([c:62]2[cH:63][cH:64][cH:65][cH:66][cH:67]2)[c:68]2[cH:69][cH:70][cH:71][cH:72][cH:73]2)[cH:74][cH:75][cH:76][cH:77][cH:78]1.[c:79]1([P:80]([c:81]2[cH:82][cH:83][cH:84][cH:85][cH:86]2)[c:87]2[cH:88][cH:89][cH:90][cH:91][cH:92]2)[cH:93][cH:94][cH:95][cH:96][cH:97]1>>[c:2]1(-[c:35]2[cH:36][n:37][cH:38][cH:39][cH:40]2)[cH:3][cH:4][c:5]2[c:6]([n:7]1)[n:8][c:9](-[c:23]1[cH:24][cH:25][c:26]([F:29])[cH:27][cH:28]1)[n:10]2-[c:11]1[n:12][c:13]([NH:17][CH:18]2[CH2:19][CH2:20][CH2:21][CH2:22]2)[n:14][cH:15][cH:16]1.